Task: describe an organic reaction: reactants, conditions, products, and yield. Dataset: the Open Reaction Database (ORD), a public repository of structured organic reaction records Reactants: CC1CN(Cc2ccccc2)CC(C)(C)C1O, CO, [H][H], [OH-], [OH-], [Pd+2]. Product: CC1CNCC(C)(C)C1O. Reaction SMILES: [CH2:1]([c:2]1[cH:3][cH:4][cH:5][cH:6][cH:7]1)[N:8]1[CH2:9][C:10]([CH3:16])([CH3:17])[CH:11]([OH:15])[CH:12]([CH3:14])[CH2:13]1.[CH3:18][OH:19].[H:20][H:21].[OH-:22].[OH-:24].[Pd+2:23]>>[NH:8]1[CH2:9][C:10]([CH3:16])([CH3:17])[CH:11]([OH:15])[CH:12]([CH3:14])[CH2:13]1. Starting materials: N1=CC=CC=C1 (pyridine), C1(=CC=CC2=CC=CC=C12)CO (1-Naphthalene methanol), P(Br)(Br)Br (PBr3). Run in C1(=CC=CC=C1)C (toluene). Conditions: temperature 0 celsius, time 1 hour. Yields the product BrCC1=CC=CC2=CC=CC=C12 (1-(bromomethyl)naphthalene). Yield: 53.4%. RXN SMILES: [C:1]1([CH2:11]O)[C:10]2[C:5](=[CH:6][CH:7]=[CH:8][CH:9]=2)[CH:4]=[CH:3][CH:2]=1.N1C=CC=CC=1.P(Br)(Br)[Br:20]>C1(C)C=CC=CC=1>[Br:20][CH2:11][C:1]1[C:10]2[C:5](=[CH:6][CH:7]=[CH:8][CH:9]=2)[CH:4]=[CH:3][CH:2]=1. Procedure details: 1-Naphthalene methanol (2.0 g, 12.7 mmol) was dissolved in toluene (30 mL) and pyridine (1.02 mL, 12.7 mmol) was added. The solution was cooled to 0° C. PBr3 (1.19 mL, 12.7 mmol) was added dropwise over 15 min. The reaction mixture was then brought up to room temperature and stirred for 1 h. The mixture was washed with K2CO3 solution and extracted with EtOAc (3×30 mL). The EtOAc layer was washed with brine and dried (MgSO4). The solvent was evaporated off in-vacuo to give 1-(bromomethyl)naphthal... The reactants are O=C([O-])O, O=C([O-])C1=C(Oc2ccccc2)SC2(Cc3ccc([N+](=O)[O-])cc3)CC(=O)N12, [Na+], C1COCCO1, O. Product: O=C([O-])C1=C(Oc2ccccc2)SC2CC(=O)N12, [Na+]. Reaction SMILES: [C:29](=[O:30])([OH:31])[O-:32].[N+:1]([c:2]1[cH:3][cH:4][c:5]([CH2:6][C:9]23[S:10][C:11]([O:20][c:21]4[cH:22][cH:23][cH:24][cH:25][cH:26]4)=[C:12]([C:17](=[O:18])[O-:19])[N:13]2[C:14](=[O:16])[CH2:15]3)[cH:7][cH:8]1)([O-:27])=[O:28].[Na+:33].[O:34]1[CH2:35][CH2:36][O:37][CH2:38][CH2:39]1.[OH2:40]>>[CH:9]12[S:10][C:11]([O:20][c:21]3[cH:22][cH:23][cH:24][cH:25][cH:26]3)=[C:12]([C:17](=[O:18])[O-:19])[N:13]1[C:14](=[O:16])[CH2:15]2.[Na+:33].